This data is from the Open Reaction Database (ORD), a public repository of structured organic reaction records. The task is: describe an organic reaction: reactants, conditions, products, and yield Starting materials: [OH-].[Na+] (NaOH), NCCOC1=C(C#N)C=CC(=C1)CN1C=NC=C1CC=1C=CC(=NC1)N1C(C=CC(=C1)Cl)=O (2-(2-Amino-ethoxy)-4-[5-(5-chloro-2-oxo-2H-[1,2']bipyridinyl-5'-ylmethyl)-imidazol-1-ylmethyl]-benzonitrile), [BH3-]C#N.[Na+] (NaCNBH3), C=O (CH2O). Run in C1CCOC1 (THF). Conditions: time 2 hour. Product: ClC=1C=CC(N(C1)C1=NC=C(C=C1)CC1=CN=CN1CC1=CC(=C(C#N)C=C1)OCCN(C)C)=O (4-[5-(5-Chloro-2-oxo-2H-[1,2']bipyridinyl-5'-ylmethyl)-imidazol-1-ylmethyl]-2-(2-dimethylamino-ethoxy)-benzonitrile). RXN SMILES: N[CH2:2][CH2:3][O:4][C:5]1[CH:12]=[C:11]([CH2:13][N:14]2[C:18]([CH2:19][C:20]3[CH:21]=[CH:22][C:23]([N:26]4[CH:31]=[C:30]([Cl:32])[CH:29]=[CH:28][C:27]4=[O:33])=[N:24][CH:25]=3)=[CH:17][N:16]=[CH:15]2)[CH:10]=[CH:9][C:6]=1[C:7]#[N:8].[CH2:34]=O.[BH3-][C:37]#[N:38].[Na+].[OH-].[Na+]>C1COCC1>[Cl:32][C:30]1[CH:29]=[CH:28][C:27](=[O:33])[N:26]([C:23]2[CH:22]=[CH:21][C:20]([CH2:19][C:18]3[N:14]([CH2:13][C:11]4[CH:10]=[CH:9][C:6]([C:7]#[N:8])=[C:5]([O:4][CH2:3][CH2:2][N:38]([CH3:37])[CH3:34])[CH:12]=4)[CH:15]=[N:16][CH:17]=3)=[CH:25][N:24]=2)[CH:31]=1 |f:2.3,4.5|. Procedure: 2-(2-Amino-ethoxy)-4-[5-(5-chloro-2-oxo-2H-[1,2']bipyridinyl-5'-ylmethyl)-imidazol-1-ylmethyl]-benzonitrile (L-824,459, 43 mg, 0.09 mmol) was dissolved in THF (1 mL) and CH2O (37% wt. in H2O, 14 μl, 0.18 mmol) was added. The solution was treated with NaCNBH3 (11.7 mg, 0.18 mmol) and the reaction mixture stirred at room temperature for 2 hours. 10% aqueous NaOH was added to the mixture and extracted with CH2Cl2. The water layer was extracted with CH2Cl2 (2×10 mL) and the combined organic layers w... Reactants: CC(Cl)OC(=O)Cl, O=C1Nc2cccc(Cl)c2CN1C1CCN(Cc2ccccc2)CC1, ClCCl. Yields the product O=C1Nc2cccc(Cl)c2CN1C1CCNCC1. As a reaction SMILES: [C:26]([Cl:27])(=[O:28])[O:29][CH:30]([Cl:31])[CH3:32].[Cl:1][c:2]1[c:3]2[c:8]([cH:9][cH:10][cH:11]1)[NH:7][C:6](=[O:12])[N:5]([CH:13]1[CH2:14][CH2:15][N:16]([CH2:19][c:20]3[cH:21][cH:22][cH:23][cH:24][cH:25]3)[CH2:17][CH2:18]1)[CH2:4]2.[Cl:33][CH2:34][Cl:35]>>[Cl:1][c:2]1[c:3]2[c:8]([cH:9][cH:10][cH:11]1)[NH:7][C:6](=[O:12])[N:5]([CH:13]1[CH2:14][CH2:15][NH:16][CH2:17][CH2:18]1)[CH2:4]2. The reactants are O=C([O-])O, C(OCC1CO1)C1CO1, CCCCCCCCC=CCCCCCCCCOCC1CO1, CC(C)=O, [Na+]. Product: CCCCCCCCC=CCCCCCCCCOCC1COC(C)(C)O1. As a reaction SMILES: [C:37](=[O:38])([OH:39])[O-:40].[CH2:28]([O:29][CH2:30][CH:31]1[O:32][CH2:33]1)[CH:34]1[O:35][CH2:36]1.[CH2:5]([CH:6]1[CH2:7][O:8]1)[O:9][CH2:10][CH2:11][CH2:12][CH2:13][CH2:14][CH2:15][CH2:16][CH2:17][CH:18]=[CH:19][CH2:20][CH2:21][CH2:22][CH2:23][CH2:24][CH2:25][CH2:26][CH3:27].[CH3:1][C:2]([CH3:3])=[O:4].[Na+:41]>>[CH3:1][C:2]1([CH3:3])[O:4][CH2:7][CH:6]([CH2:5][O:9][CH2:10][CH2:11][CH2:12][CH2:13][CH2:14][CH2:15][CH2:16][CH2:17][CH:18]=[CH:19][CH2:20][CH2:21][CH2:22][CH2:23][CH2:24][CH2:25][CH2:26][CH3:27])[O:8]1. Reactants: [H-].[Na+] (NaH), FC=1C=CC2=C(N=C(N=[N+]2[O-])NCCN(C)C)C1 (N1-(6-Fluoro-1-oxido-1,2,4-benzotriazin-3-yl)-N2,N2-dimethyl-1,2-ethanediamine), COCCO (2-methoxyethanol), [H-].[Na+] (NaH), COCCO (2-methoxyethanol). Solvent: C1CCOC1 (THF). Run at temperature 20 celsius. Yields the product COCCOC=1C=CC2=C(N=C(N=[N+]2[O-])NCCN(C)C)C1 (N1-[6-(2-Methoxyethoxy)-1-oxido-1,2,4-benzotriazin-3-yl]-N2,N2-dimethyl-1,2-ethanediamine). Yield: 96.3%. RXN SMILES: [H-].[Na+].F[C:4]1[CH:5]=[CH:6][C:7]2[N+:12]([O-:13])=[N:11][C:10]([NH:14][CH2:15][CH2:16][N:17]([CH3:19])[CH3:18])=[N:9][C:8]=2[CH:20]=1.[CH3:21][O:22][CH2:23][CH2:24][OH:25]>C1COCC1>[CH3:21][O:22][CH2:23][CH2:24][O:25][C:4]1[CH:5]=[CH:6][C:7]2[N+:12]([O-:13])=[N:11][C:10]([NH:14][CH2:15][CH2:16][N:17]([CH3:19])[CH3:18])=[N:9][C:8]=2[CH:20]=1 |f:0.1|. Procedure: NaH (66 mg, 60% dispersion in oil, 1.7 mmol) was added to a stirred solution of fluoride 12 (261 mg, 1.0 mmol) and 2-methoxyethanol (0.12 mL, 1.6 mmol) in THF (10 mL) at 20° C. and the mixture stirred at reflux temperature for 2 h. More NaH (66 mg, 1.6 mmol) and 2-methoxyethanol (0.12 mL, 1.6 mmol) were added and the mixture stirred at reflux temperature for 16 h. The mixture was cooled to 20° C. and carefully quenched with water (5 mL). The solvent was evaporated and the residue partitioned bet...